This data is from the Open Reaction Database (ORD), a public repository of structured organic reaction records. The task is: describe an organic reaction: reactants, conditions, products, and yield The reactants are O=C1CN(CCC1C(=O)OCC)C(=O)OC(C)(C)C (1-tert-butyl 4-ethyl 3-oxopiperidine-1,4-dicarboxylate), Cl.C(=N)N (formamidine hydrochloride), CC[O-].[Na+] (NaOEt). Run in CCO (EtOH). Yields the product OC=1C2=C(N=CN1)CN(CC2)C(=O)OC(C)(C)C (tert-Butyl 4-hydroxy-5,6-dihydropyrido[3,4-d]pyrimidine-7(8H)-carboxylate). Yield: 53.5%. As a reaction SMILES: O=[C:2]1[CH:7]([C:8](OCC)=[O:9])[CH2:6][CH2:5][N:4]([C:13]([O:15][C:16]([CH3:19])([CH3:18])[CH3:17])=[O:14])[CH2:3]1.Cl.[CH:21]([NH2:23])=[NH:22].CC[O-].[Na+]>CCO>[OH:9][C:8]1[C:7]2[CH2:6][CH2:5][N:4]([C:13]([O:15][C:16]([CH3:19])([CH3:18])[CH3:17])=[O:14])[CH2:3][C:2]=2[N:22]=[CH:21][N:23]=1 |f:1.2,3.4|. Procedure: To a solution of 1-tert-butyl 4-ethyl 3-oxopiperidine-1,4-dicarboxylate (2.00 g, 7.39 mmol) in EtOH (37 mL) was added formamidine hydrochloride (910 mg, 11.08 mmol) followed by NaOEt (6.89 mL, 2.68 M in EtOH) dropwise. The mixture was then heated to reflux overnight. The mixture was concentrated in vacuo and then dissolved in a minimum amount of water. The pH was adjusted to pH 7 with 1 N HCl. The aqueous layer was then saturated with solid NaCl and extracted with a combination of EtOAc and DCM.... The reagents and catalysts are C1(=CC=C(C=C1)S(=O)(=O)[O-])C.[NH+]1=CC=CC=C1 (Pyridinium p-toluenesulfonate). Yields the product C(C)OCC=1N(C2=C(C=NC=3C=CC=CC23)N1)CCCC(=O)N1CCOCC1 (2-(ethoxymethyl)-1-(4-morpholin-4-yl-4-oxobutyl)-1H-imidazo[4,5-c]quinoline). The solvent is O (water). Starting materials: C(C)OCC=1N(C2=C(C=NC=3C=CC=CC23)N1)CCCC(=O)OCC (Ethyl 4-[2-(ethoxymethyl)-1H-imidazo[4,5-c]quinolin-1-yl]butanoate), N1CCOCC1 (morpholine). RXN SMILES: [CH2:1]([O:3][CH2:4][C:5]1[N:6]([CH2:18][CH2:19][CH2:20][C:21](OCC)=[O:22])[C:7]2[C:16]3[CH:15]=[CH:14][CH:13]=[CH:12][C:11]=3[N:10]=[CH:9][C:8]=2[N:17]=1)[CH3:2].[NH:26]1[CH2:31][CH2:30][O:29][CH2:28][CH2:27]1>C1(C)C=CC(S([O-])(=O)=O)=CC=1.[NH+]1C=CC=CC=1.O>[CH2:1]([O:3][CH2:4][C:5]1[N:6]([CH2:18][CH2:19][CH2:20][C:21]([N:26]2[CH2:31][CH2:30][O:29][CH2:28][CH2:27]2)=[O:22])[C:7]2[C:16]3[CH:15]=[CH:14][CH:13]=[CH:12][C:11]=3[N:10]=[CH:9][C:8]=2[N:17]=1)[CH3:2] |f:2.3|. Reaction conditions: temperature 130 celsius. The yield is 98.6%. Procedure details: Ethyl 4-[2-(ethoxymethyl)-1H-imidazo[4,5-c]quinolin-1-yl]butanoate (6.25 g, 18.3 mmol) and morpholine (16.0 g, 184 mmol) were sealed and heated in a high-pressure vessel at 130° C. overnight. An analysis by TLC indicated the reaction was incomplete. Pyridinium p-toluenesulfonate (100 mg) was added, and the reaction was heated for three days at 105° C. and for one day at 125° C. The solution was allowed to cool and then poured into water (100 mL). The resulting solution was extracted with dichlor... Solvent: C(C)C(=O)C (methyl ethyl ketone). Reaction SMILES: C=O.N.[N:4]1[CH:9]=[C:8]([CH3:10])[CH:7]=[C:6]([CH3:11])[C:5]=1[CH3:12].N1C(C)=CC=C(C)[C:14]=1C>C(C(C)=O)C>[CH3:12][C:5]1[C:6]([CH3:11])=[CH:7][C:8]([CH3:10])=[C:9]([CH3:14])[N:4]=1. Procedure details: When the process of the present invention is performed in the form of a fixed bed, the catalyst of the present invention is packed in a reactor and heated to a reaction temperature. Then, the mixture of methyl ethyl ketone, formaldehyde and ammonia was allowed to proceed through the gas phase catalytic reaction while maintaining the suitable reaction temperature. Thus, a reaction product containing 2,3,5-collidine, 2,3,6-collidine and 2,3,5,6-tetramethylpyridine is obtained. Reactants: C=O (formaldehyde), N (ammonia), N1=C(C(=CC(=C1)C)C)C (2,3,5-collidine), N1=C(C(=CC=C1C)C)C (2,3,6-collidine). Yields the product CC1=NC(=C(C=C1C)C)C (2,3,5,6-tetramethylpyridine).